describe an organic reaction: reactants, conditions, products, and yield From a dataset of the Open Reaction Database (ORD), a public repository of structured organic reaction records. The reactants are [Al+3], O=C(Br)CBr, CC(=O)Nc1cc(C)ccc1C, [Cl-], [Cl-], [Cl-], S=C=S. The product is CC(=O)Nc1cc(C)c(C(=O)CBr)cc1C. Reaction SMILES: [Al+3:2].[Br:5][CH2:6][C:7](=[O:8])[Br:9].[CH3:10][c:11]1[c:12]([NH:13][C:14]([CH3:15])=[O:16])[cH:17][c:18]([CH3:21])[cH:19][cH:20]1.[Cl-:1].[Cl-:3].[Cl-:4].[S:22]=[C:23]=[S:24]>>[Br:5][CH2:6][C:7](=[O:8])[c:19]1[c:18]([CH3:21])[cH:17][c:12]([NH:13][C:14]([CH3:15])=[O:16])[c:11]([CH3:10])[cH:20]1.